From a dataset of the Open Reaction Database (ORD), a public repository of structured organic reaction records. describe an organic reaction: reactants, conditions, products, and yield Starting materials: C(C1=CC=CC=C1)(=O)C=1C=CC=C2C=CNC12 (7-benzoyl-1H-indole), C(C)(=O)O (acetic acid), CNC (dimethylamine), C(C)(=O)O (acetic acid), C=O (formalin). The solvent is C(C)O (ethanol). Yields the product CN(C)CC1=CNC2=C(C=CC=C12)C(=O)C1=CC=CC=C1 ([3-[(Dimethylamino)methyl]-1H-indol-7-yl]phenylmethanone). Reaction SMILES: [CH3:1][NH:2][CH3:3].[C:4](O)(=O)C.C=O.[C:10]([C:18]1[CH:19]=[CH:20][CH:21]=[C:22]2[C:26]=1[NH:25][CH:24]=[CH:23]2)(=[O:17])[C:11]1[CH:16]=[CH:15][CH:14]=[CH:13][CH:12]=1>C(O)C>[CH3:1][N:2]([CH2:4][C:23]1[C:22]2[C:26](=[C:18]([C:10]([C:11]3[CH:16]=[CH:15][CH:14]=[CH:13][CH:12]=3)=[O:17])[CH:19]=[CH:20][CH:21]=2)[NH:25][CH:24]=1)[CH3:3]. Procedure details: An 18.0 g (0.16 mole) portion of 40% aqueous dimethylamine was cooled to 5° C. and 24 g (0.4 mole) of glacial acetic acid was added. To this mixture, held at 5° C., was added 12.2 g (0.15 mole) of 37% formalin. This aqueous mixture was added to a mixture of 33.1 g (0.15 mole) of 7-benzoyl-1H-indole and 20 ml of acetic acid. After 100 ml of absolute ethanol was added to the mixture, it was warmed on a steam bath for 1/2 hr. Isolation of the product was accomplished by concentrating the mixture un...